Dataset: the Open Reaction Database (ORD), a public repository of structured organic reaction records. Task: describe an organic reaction: reactants, conditions, products, and yield Starting materials: CN1CCOCC1, CN(C)C=O, O=C(Cl)C(=O)Cl, Nc1ccc(Cl)cn1, ClCCl, O=C(O)CN1CCCC(c2ccccc2)C1=O. The product is O=C(CN1CCCC(c2ccccc2)C1=O)Nc1ccc(Cl)cn1. Reaction SMILES: [CH3:32][N:33]1[CH2:34][CH2:35][O:36][CH2:37][CH2:38]1.[CH3:42][N:43]([CH3:44])[CH:45]=[O:46].[Cl:18][C:19]([C:20]([Cl:21])=[O:22])=[O:23].[Cl:24][c:25]1[cH:26][cH:27][c:28]([NH2:31])[n:29][cH:30]1.[Cl:39][CH2:40][Cl:41].[O:1]=[C:2]1[N:3]([CH2:14][C:15](=[O:16])[OH:17])[CH2:4][CH2:5][CH2:6][CH:7]1[c:8]1[cH:9][cH:10][cH:11][cH:12][cH:13]1>>[O:1]=[C:2]1[N:3]([CH2:14][C:15](=[O:17])[NH:31][c:28]2[cH:27][cH:26][c:25]([Cl:24])[cH:30][n:29]2)[CH2:4][CH2:5][CH2:6][CH:7]1[c:8]1[cH:9][cH:10][cH:11][cH:12][cH:13]1.